This data is from the Open Reaction Database (ORD), a public repository of structured organic reaction records. The task is: describe an organic reaction: reactants, conditions, products, and yield Starting materials: [OH-].[Na+] (NaOH), COCCO[AlH2-]OCCOC.[Na+] (Red-Al), solution, C(C1=CC=CC=C1)N1CC(CC1=O)C(=O)O (1-benzyl-5-oxo-pyrrolidine-3-carboxylic acid). Solvent: C1(=CC=CC=C1)C (toluene), C1CCOC1 (THF). Reaction SMILES: COCCO[AlH2-]OCCOC.[Na+].[CH2:13]([N:20]1[C:24](=O)[CH2:23][CH:22]([C:26](O)=[O:27])[CH2:21]1)[C:14]1[CH:19]=[CH:18][CH:17]=[CH:16][CH:15]=1.[OH-].[Na+]>C1(C)C=CC=CC=1.C1COCC1>[CH2:13]([N:20]1[CH2:24][CH2:23][CH:22]([CH2:26][OH:27])[CH2:21]1)[C:14]1[CH:19]=[CH:18][CH:17]=[CH:16][CH:15]=1 |f:0.1,3.4|. The product is C(C1=CC=CC=C1)N1CC(CC1)CO ((1 -Benzyl-pyrrolidin-3-yl)-methanol). Yield: 102.8%. Procedure: Red-Al (160 mL of a 3.5 M solution in toluene, 560 mmol) was added to a solution of 1-benzyl-5-oxo-pyrrolidine-3-carboxylic acid (20 g, 91 mmol) in dry THF (650 mL) under argon. The reaction mixture was refluxed for 2.5 h and then poured onto a mixture of crushed ice and NaOH (20%). The phases were separated, the aqueous phase was extracted with toluene and the combined organic phases were dried and concentrated under reduced pressure to give 17.9 g of the crude product as a yellow oil. Starting materials: C([O-])([O-])=O.[K+].[K+] (potassium carbonate), CS(=O)(=O)N1CCC(=CC1)C=1C=C2C(=CN1)O[C@@](C2)(C2CCNCC2)C ((S)-5-(1-methanesulfonyl-1,2,3,6-tetrahydro-pyridin-4-yl)-2-methyl-2-piperidin-4-yl-2,3-dihydro-furo[2,3-c]pyridine), Intermediate 41, BrC1=NC=C(C=N1)C (2-bromo-5-methyl-pyrimidine). Run in CS(=O)C (dimethylsulfoxide). As a reaction SMILES: [CH3:1][S:2]([N:5]1[CH2:10][CH:9]=[C:8]([C:11]2[CH:12]=[C:13]3[CH2:19][C@@:18]([CH3:26])([CH:20]4[CH2:25][CH2:24][NH:23][CH2:22][CH2:21]4)[O:17][C:14]3=[CH:15][N:16]=2)[CH2:7][CH2:6]1)(=[O:4])=[O:3].Br[C:28]1[N:33]=[CH:32][C:31]([CH3:34])=[CH:30][N:29]=1.C(=O)([O-])[O-].[K+].[K+]>CS(C)=O>[CH3:1][S:2]([N:5]1[CH2:6][CH:7]=[C:8]([C:11]2[CH:12]=[C:13]3[CH2:19][C@@:18]([CH3:26])([CH:20]4[CH2:25][CH2:24][N:23]([C:28]5[N:33]=[CH:32][C:31]([CH3:34])=[CH:30][N:29]=5)[CH2:22][CH2:21]4)[O:17][C:14]3=[CH:15][N:16]=2)[CH2:9][CH2:10]1)(=[O:3])=[O:4] |f:2.3.4|. Procedure: The title compound is prepared from (S)-5-(1-methanesulfonyl-1,2,3,6-tetrahydro-pyridin-4-yl)-2-methyl-2-piperidin-4-yl-2,3-dihydro-furo[2,3-c]pyridine (Intermediate 41; the configuration of the stereocenter is arbitrarily assigned) and 2-bromo-5-methyl-pyrimidine in dimethylsulfoxide at 100° C. in the presence of potassium carbonate. LC (method 4): tR=0.81 min; Mass spectrum (ESI+): m/z=470 [M+H]+. Product: CS(=O)(=O)N1CCC(=CC1)C=1C=C2C(=CN1)O[C@@](C2)(C2CCN(CC2)C2=NC=C(C=N2)C)C ((S)-5-(1-Methanesulfonyl-1,2,3,6-tetrahydro-pyridin-4-yl)-2-methyl-2-[1-(5-methyl-pyrimidin-2-yl)-piperidin-4-yl]-2,3-dihydro-furo[2,3-c]pyridine). Product: CCN(CC)C(=O)c1nc(C=Cc2ccc([N+](=O)[O-])o2)no1. RXN SMILES: [CH2:1]([O:2][C:4](=[O:5])[c:6]1[n:7][c:8]([CH:11]=[CH:12][c:13]2[o:14][c:15]([N+:18](=[O:19])[O-:20])[cH:16][cH:17]2)[n:9][o:10]1)[CH3:3].[CH2:21]([CH3:22])[NH:23][CH2:24][CH3:25]>>[C:4](=[O:5])([c:6]1[n:7][c:8]([CH:11]=[CH:12][c:13]2[o:14][c:15]([N+:18](=[O:19])[O-:20])[cH:16][cH:17]2)[n:9][o:10]1)[N:23]([CH2:21][CH3:22])[CH2:24][CH3:25]. Starting materials: CCOC(=O)c1nc(C=Cc2ccc([N+](=O)[O-])o2)no1, CCNCC.